From a dataset of the Open Reaction Database (ORD), a public repository of structured organic reaction records. describe an organic reaction: reactants, conditions, products, and yield Starting materials: CC(C)(C)OC(=O)NC1CCCN(c2c(Br)cnc3[nH]cc(NC(=O)C4CC4)c23)C1, CCOCC, ClCCl, Cl, O=C(O)C(F)(F)F. Yields the product NC1CCCN(c2c(Br)cnc3[nH]cc(NC(=O)C4CC4)c23)C1, Cl. Reaction SMILES: [Br:1][c:2]1[c:3]([N:17]2[CH2:18][CH:19]([NH:23][C:24](=[O:25])[O:26][C:27]([CH3:28])([CH3:29])[CH3:30])[CH2:20][CH2:21][CH2:22]2)[c:4]2[c:5]([n:6][cH:7]1)[nH:8][cH:9][c:10]2[NH:11][C:12](=[O:13])[CH:14]1[CH2:15][CH2:16]1.[CH3:42][CH2:43][O:44][CH2:45][CH3:46].[Cl:39][CH2:40][Cl:41].[ClH:31].[F:32][C:33]([F:34])([F:35])[C:36]([OH:37])=[O:38]>>[Br:1][c:2]1[c:3]([N:17]2[CH2:18][CH:19]([NH2:23])[CH2:20][CH2:21][CH2:22]2)[c:4]2[c:5]([n:6][cH:7]1)[nH:8][cH:9][c:10]2[NH:11][C:12](=[O:13])[CH:14]1[CH2:15][CH2:16]1.[ClH:31]. Reactants: CC(C)(C)OC(=O)C=Cc1cnc2c(c1)NC(=O)CO2, CC(NCc1ccccc1)c1ccccc1, C1CCOC1, [Li]CCCC, [Cl-], [NH4+]. Product: CC(c1ccccc1)N(Cc1ccccc1)C(CC(=O)OC(C)(C)C)c1cnc2c(c1)NC(=O)CO2. RXN SMILES: [C:22]([CH3:23])([CH3:24])([CH3:25])[O:26][C:27]([CH:28]=[CH:29][c:30]1[cH:31][n:32][c:33]2[c:38]([cH:39]1)[NH:37][C:36](=[O:40])[CH2:35][O:34]2)=[O:41].[CH2:1]([c:2]1[cH:3][cH:4][cH:5][cH:6][cH:7]1)[NH:8][CH:9]([c:10]1[cH:11][cH:12][cH:13][cH:14][cH:15]1)[CH3:16].[CH2:44]1[O:45][CH2:46][CH2:47][CH2:48]1.[CH3:17][CH2:18][CH2:19][CH2:20][Li:21].[Cl-:42].[NH4+:43]>>[CH2:1]([c:2]1[cH:3][cH:4][cH:5][cH:6][cH:7]1)[N:8]([CH:9]([c:10]1[cH:11][cH:12][cH:13][cH:14][cH:15]1)[CH3:16])[CH:29]([CH2:28][C:27]([O:26][C:22]([CH3:23])([CH3:24])[CH3:25])=[O:41])[c:30]1[cH:31][n:32][c:33]2[c:38]([cH:39]1)[NH:37][C:36](=[O:40])[CH2:35][O:34]2. Reactants: C(=C)C1CC1 (vinylcyclopropane), malonate ester, [OH-].[K+] (potassium hydroxide), malonic ester, C(/C=C/CCl)Cl (trans 1,4-dichlorobutene-2), C(CC(=O)OC(C)C)(=O)OC(C)C (diisopropyl malonate), [Cl-].C(CCCCCCC)(=O)C(C(CCCCCCC)=O)(C(CCCCCCC)=O)[NH3+] (tricaprylylmethylammonium chloride). The yield is 153.1%. RXN SMILES: C(C1CC1)=C.[CH2:6](Cl)/[CH:7]=[CH:8]/[CH2:9]Cl.[C:12]([O:21][CH:22]([CH3:24])[CH3:23])(=[O:20])[CH2:13][C:14]([O:16][CH:17]([CH3:19])[CH3:18])=[O:15].[Cl-].C(C([NH3+])(C(=O)CCCCCCC)C(=O)CCCCCCC)(=O)CCCCCCC.[OH-].[K+]>O>[CH:7]([CH:8]1[CH2:9][C:13]1([C:14]([O:16][CH:17]([CH3:19])[CH3:18])=[O:15])[C:12]([O:21][CH:22]([CH3:24])[CH3:23])=[O:20])=[CH2:6] |f:3.4,5.6|. Run in O (water). The product is C(=C)C1C(C1)(C(=O)OC(C)C)C(=O)OC(C)C (diisopropyl 2-vinylcyclopropane-1,1-dicarboxylate). Procedure details: To illustrate the preparation of vinylcyclopropane derivatives via malonic ester condensation in an aqueous medium, the following experiment was conducted: To a flask provided with a stirrer and containing 125 g (1.0 mol) trans 1,4-dichlorobutene-2, 94 g (0.50 mol) diisopropyl malonate and 3.2 g (1.63 mol percent based on the malonate ester) tricaprylylmethylammonium chloride were added dropwise over a 30-minute perid with vigorous stirring 168 g 50% aqueous potassium hydroxide solution. Cooling... The reactants are C1CCOC1, COC(=O)C(CCCCCC(C)=O)NC(=O)OC(C)(C)C, [Li+], [OH-], O, O. The product is CC(=O)CCCCCC(NC(=O)OC(C)(C)C)C(=O)O. As a reaction SMILES: [CH2:25]1[O:26][CH2:27][CH2:28][CH2:29]1.[CH3:1][O:2][C:3]([CH:4]([CH2:5][CH2:6][CH2:7][CH2:8][CH2:9][C:10]([CH3:11])=[O:12])[NH:13][C:14](=[O:15])[O:16][C:17]([CH3:18])([CH3:19])[CH3:20])=[O:21].[Li+:23].[OH-:22].[OH2:24].[OH2:30]>>[O:2]=[C:3]([CH:4]([CH2:5][CH2:6][CH2:7][CH2:8][CH2:9][C:10]([CH3:11])=[O:12])[NH:13][C:14](=[O:15])[O:16][C:17]([CH3:18])([CH3:19])[CH3:20])[OH:21]. Reactants: CC(=O)O[BH-](OC(C)=O)OC(C)=O, ClCCCl, Cl, Cl, NCCc1c[nH]cn1, [Na+], [Na+], CC(C)(C)OC(=O)N1CCC(=O)CC1, [OH-]. Product: CC(C)(C)OC(=O)N1CCC(N2CCc3cncn3C2=O)CC1. As a reaction SMILES: [C:25]([O:26][BH-:28]([O:29][C:30](=[O:31])[CH3:32])[O:33][C:34](=[O:35])[CH3:36])(=[O:27])[CH3:37].[Cl:41][CH2:42][CH2:43][Cl:44].[ClH:15].[ClH:16].[NH2:17][CH2:18][CH2:19][c:20]1[cH:21][nH:22][cH:23][n:24]1.[Na+:38].[Na+:40].[O:1]=[C:2]1[CH2:3][CH2:4][N:5]([C:8](=[O:9])[O:10][C:11]([CH3:12])([CH3:13])[CH3:14])[CH2:6][CH2:7]1.[OH-:39]>>[CH:2]1([N:17]2[CH2:18][CH2:19][c:20]3[cH:21][n:22][cH:23][n:24]3[C:25]2=[O:27])[CH2:3][CH2:4][N:5]([C:8](=[O:9])[O:10][C:11]([CH3:12])([CH3:13])[CH3:14])[CH2:6][CH2:7]1. Reactants: O=C1NC(=O)c2ccccc21, ClC(Cl)Cl, ClCCn1cnc(-c2ccccc2)c1-c1ccccc1, [K], CN(C)C=O, O. Product: O=C1c2ccccc2C(=O)N1CCn1cnc(-c2ccccc2)c1-c1ccccc1. As a reaction SMILES: [C:1]1(=[O:11])[c:2]2[c:3]([cH:7][cH:8][cH:9][cH:10]2)[C:4](=[O:6])[NH:5]1.[CH:39]([Cl:40])([Cl:41])[Cl:42].[Cl:13][CH2:14][CH2:15][n:16]1[cH:17][n:18][c:19](-[c:27]2[cH:28][cH:29][cH:30][cH:31][cH:32]2)[c:20]1-[c:21]1[cH:22][cH:23][cH:24][cH:25][cH:26]1.[K:12].[O:34]=[CH:35][N:36]([CH3:37])[CH3:38].[OH2:33]>>[C:1]1(=[O:11])[c:2]2[c:3]([cH:7][cH:8][cH:9][cH:10]2)[C:4](=[O:6])[N:5]1[CH2:14][CH2:15][n:16]1[cH:17][n:18][c:19](-[c:27]2[cH:28][cH:29][cH:30][cH:31][cH:32]2)[c:20]1-[c:21]1[cH:22][cH:23][cH:24][cH:25][cH:26]1.